Dataset: the Open Reaction Database (ORD), a public repository of structured organic reaction records. Task: describe an organic reaction: reactants, conditions, products, and yield Starting materials: O=C([O-])[O-], CN(C)C=O, CCOC(C)=O, ClCc1ccnc2ccccc12, Oc1ccccc1-c1nnc(Nc2cccc(C(F)(F)F)c2)o1, [K+], [K+]. Product: FC(F)(F)c1cccc(Nc2nnc(-c3ccccc3OCc3ccnc4ccccc34)o2)c1. Reaction SMILES: [C:36](=[O:37])([O-:38])[O-:39].[CH3:42][N:43]([CH3:44])[CH:45]=[O:46].[CH3:47][CH2:48][O:49][C:50](=[O:51])[CH3:52].[Cl:24][CH2:25][c:26]1[cH:27][cH:28][n:29][c:30]2[cH:31][cH:32][cH:33][cH:34][c:35]12.[F:1][C:2]([c:3]1[cH:4][c:5]([NH:9][c:10]2[n:11][n:12][c:13](-[c:15]3[c:16]([OH:21])[cH:17][cH:18][cH:19][cH:20]3)[o:14]2)[cH:6][cH:7][cH:8]1)([F:22])[F:23].[K+:40].[K+:41]>>[F:1][C:2]([c:3]1[cH:4][c:5]([NH:9][c:10]2[n:11][n:12][c:13](-[c:15]3[c:16]([O:21][CH2:25][c:26]4[cH:27][cH:28][n:29][c:30]5[cH:31][cH:32][cH:33][cH:34][c:35]45)[cH:17][cH:18][cH:19][cH:20]3)[o:14]2)[cH:6][cH:7][cH:8]1)([F:22])[F:23]. Starting materials: IC=1C=C(C=C(C1)C)C (5-Iodo-m-xylene), C(CO)O (ethylene glycol), ClC1=C(C=CC=C1)S (2-chlorothiophenol), C(=O)([O-])[O-].[K+].[K+] (K2CO3). The reagents and catalysts are [Cu]I (CuI). The solvent is CC(C)O (2-propanol). Yields the product ClC1=C(C=CC=C1)SC1=CC(=CC(=C1)C)C (3,5-dimethylphenyl 2-chlorophenyl sulfide). The yield is 86.4%. Reaction SMILES: I[C:2]1[CH:3]=[C:4]([CH3:9])[CH:5]=[C:6]([CH3:8])[CH:7]=1.[Cl:10][C:11]1[CH:16]=[CH:15][CH:14]=[CH:13][C:12]=1[SH:17].C([O-])([O-])=O.[K+].[K+].C(O)CO>[Cu]I.CC(O)C>[Cl:10][C:11]1[CH:16]=[CH:15][CH:14]=[CH:13][C:12]=1[S:17][C:2]1[CH:3]=[C:4]([CH3:9])[CH:5]=[C:6]([CH3:8])[CH:7]=1 |f:2.3.4|. Reported procedure: The general procedure in example 39 was followed. 5-Iodo-m-xylene (144 μL, 1.0 mmol), 2-chlorothiophenol (145 mg, 1.0 mmol), CuI (10 mg, 0.05 mmol), K2CO3 (276 mg, 2.0 mmol), ethylene glycol (111 μL, 2.0 mmol) and 2-propanol (1.0 mL) were used to obtain the 3,5-dimethylphenyl 2-chlorophenyl sulfide (215 mg, 87% yield) as colorless liquid. Column chromatographic solvent (hexane). Rf=0.5 (hexane/ethyl acetate=50/1). 1H NMR (CDCl3, 300 MHz) δ 7.32-7.36 (m, 1 H), 7.05-7.10 (m, 4 H), 6.97 (s, 1 H), 6... Reactants: N1=CN=CC=C1 (pyrimidine), β-diketone, dialkylaminomethylene β-diketone, C(C1=CC=CC=C1)(=O)C1=NC=CC=N1 (benzoyl pyrimidine), diketone, alkoxy methylene, C(C)(=O)O.C(=N)N (formamidine acetate). Yields the product OC1=NC(=NC=C1)CC1=CC=CC=C1 (hydroxybenzyl pyrimidine). RXN SMILES: N1C=CC=NC=1.[C:7]([OH:10])(=O)[CH3:8].C(N)=N.[C:14]([C:22]1[N:27]=CC=[CH:24][N:23]=1)(=O)[C:15]1[CH:20]=[CH:19][CH:18]=[CH:17][CH:16]=1>>[OH:10][C:7]1[CH:8]=[CH:24][N:23]=[C:22]([CH2:14][C:15]2[CH:20]=[CH:19][CH:18]=[CH:17][CH:16]=2)[N:27]=1 |f:1.2|. Procedure details: As is discussed PCT publication WO 95/29898, compounds of formula I may be made using the following general procedure. First, a benzoyl chloride is reacted with the magnesium enolate of an appropriate β-ketoester to form a triketo intermediate followed by hydrolysis and decarboxylation to a β-diketone intermediate. The diketone is then converted to the alkoxy methylene or dialkylaminomethylene β-diketone by standard methods. Final ring closure to the pyrimidine is accomplished by heating with fo... Starting materials: N1(C=NC2=C1C=CC=C2)CC2=CC=C(C=C2)C=2OC(=C(N2)C(=O)OC)C (methyl {2-{4-[(1H-benzimidazol-1-yl)methyl]phenyl}-5-methyl-1,3-oxazol-4-yl}carboxylate), [H-].[H-].[H-].[H-].[Li+].[Al+3] (LiAlH4). Solvent: C1CCOC1 (THF). Conditions: time 1 hour. Product: N1(C=NC2=C1C=CC=C2)CC2=CC=C(C=C2)C=2OC(=C(N2)CO)C ({2-{4-[(1H-Benzimidazol-1-yl)methyl]phenyl}-5-methyl-1,3-oxazole-4-yl}methanol). Yield: 52.0%. Reaction SMILES: [N:1]1([CH2:10][C:11]2[CH:16]=[CH:15][C:14]([C:17]3[O:18][C:19]([CH3:26])=[C:20]([C:22](OC)=[O:23])[N:21]=3)=[CH:13][CH:12]=2)[C:5]2[CH:6]=[CH:7][CH:8]=[CH:9][C:4]=2[N:3]=[CH:2]1.[H-].[H-].[H-].[H-].[Li+].[Al+3]>C1COCC1>[N:1]1([CH2:10][C:11]2[CH:12]=[CH:13][C:14]([C:17]3[O:18][C:19]([CH3:26])=[C:20]([CH2:22][OH:23])[N:21]=3)=[CH:15][CH:16]=2)[C:5]2[CH:6]=[CH:7][CH:8]=[CH:9][C:4]=2[N:3]=[CH:2]1 |f:1.2.3.4.5.6|. Reported procedure: A solution of methyl {2-{4-[(1H-benzimidazol-1-yl)methyl]phenyl}-5-methyl-1,3-oxazol-4-yl}carboxylate (0.093 g, 0.27 mmol) in dry THF was treated portionwise with LiAlH4 (0.020 g, 0.5 mmol) at 0° C., stirred for 1 h, quenched with ethyl acetate (0.5 mL) and water (0.2 mL), stirred for 30 min and filtered. The filtrate was concentrated under reduced pressure to give a residue. The residue was purified by column chromatography (silica, CH2Cl2:MeOH 95:5) to give the title compound as a white solid ... Starting materials: C#CCN(C)C, CC(C)NC(C)C, [Cu]I, COC(=O)COc1ccc(OCC=C(c2ccc(I)cc2)c2ccc(C(F)(F)F)cc2)cc1C, C1CCOC1, Cl[Pd]Cl, c1ccc(P(c2ccccc2)c2ccccc2)cc1, c1ccc(P(c2ccccc2)c2ccccc2)cc1. Yields the product COC(=O)COc1ccc(OCC=C(c2ccc(C#CCN(C)C)cc2)c2ccc(C(F)(F)F)cc2)cc1C. RXN SMILES: [CH3:1][N:2]([CH3:3])[CH2:4][C:5]#[CH:6].[CH:7]([NH:8][CH:9]([CH3:10])[CH3:11])([CH3:12])[CH3:13].[Cu:53][I:54].[I:14][c:15]1[cH:16][cH:17][c:18]([C:21](=[CH:22][CH2:23][O:24][c:25]2[cH:26][c:27]([CH3:37])[c:28]([O:29][CH2:30][C:31](=[O:32])[O:33][CH3:34])[cH:35][cH:36]2)[c:38]2[cH:39][cH:40][c:41]([C:44]([F:45])([F:46])[F:47])[cH:42][cH:43]2)[cH:19][cH:20]1.[O:48]1[CH2:49][CH2:50][CH2:51][CH2:52]1.[Pd:55]([Cl:56])[Cl:57].[c:58]1([P:59]([c:60]2[cH:61][cH:62][cH:63][cH:64][cH:65]2)[c:66]2[cH:67][cH:68][cH:69][cH:70][cH:71]2)[cH:72][cH:73][cH:74][cH:75][cH:76]1.[c:77]1([P:78]([c:79]2[cH:80][cH:81][cH:82][cH:83][cH:84]2)[c:85]2[cH:86][cH:87][cH:88][cH:89][cH:90]2)[cH:91][cH:92][cH:93][cH:94][cH:95]1>>[CH3:1][N:2]([CH3:3])[CH2:4][C:5]#[C:6][c:15]1[cH:16][cH:17][c:18]([C:21](=[CH:22][CH2:23][O:24][c:25]2[cH:26][c:27]([CH3:37])[c:28]([O:29][CH2:30][C:31](=[O:32])[O:33][CH3:34])[cH:35][cH:36]2)[c:38]2[cH:39][cH:40][c:41]([C:44]([F:45])([F:46])[F:47])[cH:42][cH:43]2)[cH:19][cH:20]1. Reactants: ClC1=C(C=NC(=C1)Cl)C(=O)OC (4,6-dichloropyridine-3-carboxylic acid, methyl ester), NC1=CC(=NN1)C (5-amino-3-methylpyrazole). The solvent is C(CCC)O (butyl alcohol). Yields the product ClC1=CC=2NC=3N(C(C2C=N1)=O)N=C(C3)C (6-Chloro-2-methylpyrazolo[1,5-a]pyrido[4,3-d]pyrimidin-9(4H)-one). As a reaction SMILES: Cl[C:2]1[CH:7]=[C:6]([Cl:8])[N:5]=[CH:4][C:3]=1[C:9]([O:11]C)=O.[NH2:13][C:14]1[NH:18][N:17]=[C:16]([CH3:19])[CH:15]=1>C(O)CCC>[Cl:8][C:6]1[N:5]=[CH:4][C:3]2[C:9](=[O:11])[N:18]3[N:17]=[C:16]([CH3:19])[CH:15]=[C:14]3[NH:13][C:2]=2[CH:7]=1. Reported procedure: 205 g. of 4,6-dichloropyridine-3-carboxylic acid, methyl ester and 194 g. of 5-amino-3-methylpyrazole are refluxed together in 500 ml. of butyl alcohol with stirring for 24 hours. After this time, 6-chloro-2-methylpyrazolo[1,5-a]pyrido[4,3-d]pyrimidin-9(4H)-one is filtered off, washed with water and recrystallized from dimethylformamide, yield: 195 g. (83%); m.p. >300°. Starting materials: ClC=1NC2=C(N1)C=CC=C2 (2-chlorobenzimidazole), BrC1=C(C=C(N)C=C1)C(F)(F)F (4-bromo-3-(trifluoromethyl)aniline). The product is N1=C(NC2=C1C=CC=C2)NC2=CC(=C(C=C2)Br)C(F)(F)F (N-(Benzimidazol-2-yl)-4-bromo-3-(trifluoromethyl)aniline), hydrochloride salt. As a reaction SMILES: Cl[C:2]1[NH:3][C:4]2[CH:10]=[CH:9][CH:8]=[CH:7][C:5]=2[N:6]=1.[Br:11][C:12]1[CH:18]=[CH:17][C:15]([NH2:16])=[CH:14][C:13]=1[C:19]([F:22])([F:21])[F:20]>>[N:6]1[C:5]2[CH:7]=[CH:8][CH:9]=[CH:10][C:4]=2[NH:3][C:2]=1[NH:16][C:15]1[CH:17]=[CH:18][C:12]([Br:11])=[C:13]([C:19]([F:22])([F:20])[F:21])[CH:14]=1. Procedure details: The title compound was prepared from 2-chlorobenzimidazole and 4-bromo-3-(trifluoromethyl)aniline by Procedure A. The product was isolated by filtration to give the title compound as a hydrochloride salt (white solid, mp 262-264° C.). MS(ES+) m/z 356 (M+, 100). Reactants: ClC1=C(C=C(C(=C1)F)C1=NN(C(=C1Cl)C(F)(F)F)C)S(=O)(=O)Cl (2-chloro-5 [4-chloro-1-methyl-5-(trifluoromethyl)-1H-pyrazol-3-yl]-4-fluorobenzenesulfonyl chloride). Reagents/catalysts: [Zn] (zinc). Run in C(C)(=O)O (acetic acid). Conditions: temperature 80 celsius, time 4 hour. Yields the product ClC1=C(C=C(C(=C1)F)C1=NN(C(=C1Cl)C(F)(F)F)C)S (2-chloro-5-[4-chloro-1-methyl-5-(trifluoromethyl)-1H-pyrazol-3-yl]-4-fluorobenzenethiol). Yield: 95.3%. RXN SMILES: [Cl:1][C:2]1[CH:7]=[C:6]([F:8])[C:5]([C:9]2[C:13]([Cl:14])=[C:12]([C:15]([F:18])([F:17])[F:16])[N:11]([CH3:19])[N:10]=2)=[CH:4][C:3]=1[S:20](Cl)(=O)=O>C(O)(=O)C.[Zn]>[Cl:1][C:2]1[CH:7]=[C:6]([F:8])[C:5]([C:9]2[C:13]([Cl:14])=[C:12]([C:15]([F:18])([F:17])[F:16])[N:11]([CH3:19])[N:10]=2)=[CH:4][C:3]=1[SH:20]. Procedure details: To a solution of 12.8 g (0.031 mole) 2-chloro-5 [4-chloro-1-methyl-5-(trifluoromethyl)-1H-pyrazol-3-yl]-4-fluorobenzenesulfonyl chloride in 100 mL acetic acid was added 40.7 g (0.62 mole) zinc powder. The slurry was stirred at 80° C. for 4 hours, allowed to cool and filtered through Celite®. The filtrate was poured into 1.0 L water, the solid filtered and dried. The solid was recrystallized from ethanol/water to give 10.2 g (95%) of 2-chloro-5-[4-chloro-1-methyl-5-(trifluoromethyl)-1H-pyrazol-3-... Starting materials: CC(C)(C)OC(=O)N1CC(C#N)(c2ccccn2)C1, Cl, C1COCCO1. Product: N#CC1(c2ccccn2)CNC1, Cl. As a reaction SMILES: [C:1](#[N:2])[C:3]1([c:14]2[n:15][cH:16][cH:17][cH:18][cH:19]2)[CH2:4][N:5]([C:7]([O:8][C:9]([CH3:10])([CH3:11])[CH3:12])=[O:13])[CH2:6]1.[ClH:20].[O:21]1[CH2:22][CH2:23][O:24][CH2:25][CH2:26]1>>[C:1](#[N:2])[C:3]1([c:14]2[n:15][cH:16][cH:17][cH:18][cH:19]2)[CH2:4][NH:5][CH2:6]1.[ClH:20].